Dataset: the Open Reaction Database (ORD), a public repository of structured organic reaction records. Task: describe an organic reaction: reactants, conditions, products, and yield The reactants are [NH4+].[Cl-] (NH4Cl), BrC=1C=C(C2=C(OCO2)C1)OC (6-Bromo-4-methoxybenzo[d][1,3]dioxole), [Cl-].[Li+].C(C)(C)[Mg+].[Cl-] (isopropylmagnesium lithium chloride), C(C)(C)OB1OC(C(O1)(C)C)(C)C (2-isopropoxy-4,4,5,5-tetramethyl-1,3,2-dioxaborolane), Cl (HCl). Run in C(C)(=O)OCC (ethyl acetate), O1CCCC1 (tetrahydrofuran). Yields the product COC1=CC(=CC2=C1OCO2)B2OC(C(O2)(C)C)(C)C (2-(7-Methoxybenzo[d][1,3]dioxol-5-yl)-4,4,5,5-tetramethyl-1,3,2-dioxaborolane). Reaction SMILES: Br[C:2]1[CH:3]=[C:4]([O:11][CH3:12])[C:5]2[O:9][CH2:8][O:7][C:6]=2[CH:10]=1.[Cl-].[Li+].C([Mg+])(C)C.[Cl-].C(O[B:24]1[O:28][C:27]([CH3:30])([CH3:29])[C:26]([CH3:32])([CH3:31])[O:25]1)(C)C.[NH4+].[Cl-].Cl>O1CCCC1.C(OCC)(=O)C>[CH3:12][O:11][C:4]1[C:5]2[O:9][CH2:8][O:7][C:6]=2[CH:10]=[C:2]([B:24]2[O:28][C:27]([CH3:30])([CH3:29])[C:26]([CH3:32])([CH3:31])[O:25]2)[CH:3]=1 |f:1.2.3.4,6.7|. Isolated yield 33.2%. Procedure details: 6-Bromo-4-methoxybenzo[d][1,3]dioxole (1.5 g, 6.5 mmol, prepared according to Shirasaka, Tadashi; Takuma, Yuki; Imaki, Naoshi. Synthetic Communications 1990, 20, 1223-1232) was dissolved in dry tetrahydrofuran (25 mL), cooled to 5° C. and treated with isopropylmagnesium lithium chloride (1.3 M; 5.2 mL, 6.8 mmol). After 50 min at 10° C., the temperature was raised to 40° C. and stirred for 5 h. The mixture was cooled to 20° C., treated with 2-isopropoxy-4,4,5,5-tetramethyl-1,3,2-dioxaborolane (1.... Run at temperature 5 celsius, time 50 minute. Starting materials: BrC=1C(=C(C(=O)NC2=C(C=CC(=C2)C(F)(F)F)C(F)(F)F)C=C(C1)Br)O (3,5-dibromo-2-hydroxy-N-[2,5-bis(trifluoromethyl)phenyl]benzamide), N1(CCOCC1)C(=O)Cl (morpholine-4-carbonyl chloride), raw materials. The product is BrC=1C(=C(C(=O)NC2=C(C=CC(=C2)C(F)(F)F)C(F)(F)F)C=C(C1)Br)OC(=O)N1CCOCC1 (3,5-Dibromo-2-(morpholinocarbonyl)oxy-N-[2,5-bis(trifluoromethyl)phenyl]-benzamide). Isolated yield 70.6%. As a reaction SMILES: [Br:1][C:2]1[C:3]([OH:26])=[C:4]([CH:22]=[C:23]([Br:25])[CH:24]=1)[C:5]([NH:7][C:8]1[CH:13]=[C:12]([C:14]([F:17])([F:16])[F:15])[CH:11]=[CH:10][C:9]=1[C:18]([F:21])([F:20])[F:19])=[O:6].[N:27]1([C:33](Cl)=[O:34])[CH2:32][CH2:31][O:30][CH2:29][CH2:28]1>>[Br:1][C:2]1[C:3]([O:26][C:33]([N:27]2[CH2:32][CH2:31][O:30][CH2:29][CH2:28]2)=[O:34])=[C:4]([CH:22]=[C:23]([Br:25])[CH:24]=1)[C:5]([NH:7][C:8]1[CH:13]=[C:12]([C:14]([F:17])([F:15])[F:16])[CH:11]=[CH:10][C:9]=1[C:18]([F:19])([F:20])[F:21])=[O:6]. Procedure: Using 3,5-dibromo-2-hydroxy-N-[2,5-bis(trifluoromethyl)phenyl]benzamide and morpholine-4-carbonyl chloride as the raw materials, the same operation as the Example 71 gave the title compound.